Dataset: the Open Reaction Database (ORD), a public repository of structured organic reaction records. Task: describe an organic reaction: reactants, conditions, products, and yield Reactants: CO, CCSC(=O)C(F)(F)F, NC1C(O)C(CO)OC1n1ccc(=O)[nH]c1=O. The product is O=C(NC1C(O)C(CO)OC1n1ccc(=O)[nH]c1=O)C(F)(F)F. As a reaction SMILES: [CH3:27][OH:28].[F:18][C:19]([C:20](=[O:21])[S:22][CH2:23][CH3:24])([F:25])[F:26].[NH2:1][CH:2]1[CH:3]([n:10]2[c:11](=[O:12])[nH:13][c:14](=[O:15])[cH:16][cH:17]2)[O:4][CH:5]([CH2:8][OH:9])[CH:6]1[OH:7]>>[NH:1]([CH:2]1[CH:3]([n:10]2[c:11](=[O:12])[nH:13][c:14](=[O:15])[cH:16][cH:17]2)[O:4][CH:5]([CH2:8][OH:9])[CH:6]1[OH:7])[C:20]([C:19]([F:18])([F:25])[F:26])=[O:21]. The reactants are C1(=CC=CC=C1)P(=O)(C1=CC=CC=C1)OC=1[C@@H]([C@H]2N(C1C(=O)OCC1=CC=C(C=C1)[N+](=O)[O-])C([C@@H]2[C@@H](C)O)=O)C (4-nitrobenzyl (1R,5R,6S)-2-(diphenylphosphoryloxy)-6-[(1R)-1-hydroxyethyl]-1-methyl-1-carbapen-2-em-3-carboxylate), S[C@H]1C[C@H](N(C1)C)C(NCCN(C(=N)N)C(=O)OCC1=CC=C(C=C1)[N+](=O)[O-])=O ((2S,4S)-4-mercapto-1-methyl-2-[2-(4-nitrobenzyloxycarbonylguanidino)ethylcarbamoyl]pyrrolidine). The product is N(C(=N)N)CCNC(=O)[C@H]1N(C[C@H](C1)SC=1[C@@H]([C@H]2N(C1C(=O)O)C([C@@H]2[C@@H](C)O)=O)C)C ((1R,5S,6S)-2-[(2S,4S)-2-(2-Guanidinoethylcarbamoyl)-1-methylpyrrolidin-4-ylthio]-6-[(1R)-1-hydroxyethyl]-1-methyl-1-carbapen-2-em-3-carboxylic acid). RXN SMILES: C1(P(O[C:16]2[C@H:17]([CH3:40])[C@@H:18]3[C@@H:35]([C@H:36]([OH:38])[CH3:37])[C:34](=[O:39])[N:19]3[C:20]=2[C:21]([O:23]CC2C=CC([N+]([O-])=O)=CC=2)=[O:22])(C2C=CC=CC=2)=O)C=CC=CC=1.[SH:41][C@@H:42]1[CH2:46][N:45]([CH3:47])[C@H:44]([C:48](=[O:69])[NH:49][CH2:50][CH2:51][N:52](C(OCC2C=CC([N+]([O-])=O)=CC=2)=O)[C:53]([NH2:55])=[NH:54])[CH2:43]1>>[NH:52]([CH2:51][CH2:50][NH:49][C:48]([C@@H:44]1[CH2:43][C@H:42]([S:41][C:16]2[C@H:17]([CH3:40])[C@@H:18]3[C@@H:35]([C@H:36]([OH:38])[CH3:37])[C:34](=[O:39])[N:19]3[C:20]=2[C:21]([OH:23])=[O:22])[CH2:46][N:45]1[CH3:47])=[O:69])[C:53]([NH2:55])=[NH:54]. Procedure details: A procedure similar to that described in Example 101 was repeated, but using 4-nitrobenzyl (1R,5R,6S)-2-(diphenylphosphoryloxy)-6-[(1R)-1-hydroxyethyl]-1-methyl-1-carbapen-2-em-3-carboxylate (prepared as described in Preparation 123) and (2S,4S)-4-mercapto-1-methyl-2-[2-(4-nitrobenzyloxycarbonylguanidino)ethylcarbamoyl]pyrrolidine (prepared as described in Preparation 103) as starting materials, in relative proportions similar to those used in that Example, to obtain the title compound. Starting materials: [H-].[Na+] (Sodium hydride), C(=O)(OCC)C=P(C1=CC=CC=C1)(C1=CC=CC=C1)C1=CC=CC=C1 ((Carbethoxymethylene)triphenylphosphorane), [Cl-].[NH4+] (ammonium chloride), CC(C)(C(=O)[O-])P(=O)(O)OC (Trimethylphosphonoacetate), FC1=C(C=O)C=CC(=C1)OC (2-Fluoro-4-methoxybenzaldehyde). The solvent is O1CCCC1 (tetrahydrofuran). Reaction conditions: temperature 0 celsius, time 30 minute. The product is COC(C=CC1=C(C=C(C=C1)OC)F)=O (2-Fluoro-4-methoxycinnamic acid methyl ester). Yield: 203.1%. Reaction SMILES: [H-].[Na+].CC(P(OC)(O)=O)(C([O-])=O)C.[F:14][C:15]1[CH:22]=[C:21]([O:23][CH3:24])[CH:20]=[CH:19][C:16]=1[CH:17]=O.[C:25]([CH:30]=P(C1C=CC=CC=1)(C1C=CC=CC=1)C1C=CC=CC=1)([O:27][CH2:28]C)=[O:26].[Cl-].[NH4+]>O1CCCC1>[CH3:28][O:27][C:25](=[O:26])[CH:30]=[CH:17][C:16]1[CH:19]=[CH:20][C:21]([O:23][CH3:24])=[CH:22][C:15]=1[F:14] |f:0.1,5.6|. Reported procedure: Sodium hydride (60% in mineral oil, 3.11 g, 77.86 mmol) is suspended in dry tetrahydrofuran (160 mL) and cooled to 0° C. Trimethylphosphonoacetate (14.18 g, 77.86 mmol) is added and the mixture stirred at 0° C. for 30 minutes. 2-Fluoro-4-methoxybenzaldehyde (10 g, 64.88 mmol) is added and the mixture stirred overnight at room temperature. (Carbethoxymethylene)triphenylphosphorane (11.3 g, 32.44 mmol) is added and the mixture stirred for 3 hours. Saturated aqueous ammonium chloride solution is ad... Reactants: O (H2O), COC(=O)C1(CC1)C1=CC=C(C=C1)C(=O)Cl (1-(4-Chlorocarbonyl-phenyl)-cyclopropanecarboxylic acid methyl ester), C(C)(C)(C)OC(NC1CNCC1)=O (pyrrolidin-3-yl-carbamic acid tert-butyl ester), CCN(C(C)C)C(C)C (DIEA). The solvent is C(Cl)Cl (CH2Cl2). Run at temperature 50 celsius. Yields the product COC(=O)C1(CC1)C1=CC=C(C=C1)C(=O)N1CC(CC1)NC(=O)OC(C)(C)C (1-[4-(3-tert-butoxycarbonylamino-pyrrolidine-1-carbonyl)-phenyl]-cyclopropanecarboxylic acid methyl ester). Yield: 86.3%. RXN SMILES: [CH3:1][O:2][C:3]([C:5]1([C:8]2[CH:13]=[CH:12][C:11]([C:14](Cl)=[O:15])=[CH:10][CH:9]=2)[CH2:7][CH2:6]1)=[O:4].[C:17]([O:21][C:22](=[O:29])[NH:23][CH:24]1[CH2:28][CH2:27][NH:26][CH2:25]1)([CH3:20])([CH3:19])[CH3:18].CCN(C(C)C)C(C)C.O>C(Cl)Cl>[CH3:1][O:2][C:3]([C:5]1([C:8]2[CH:13]=[CH:12][C:11]([C:14]([N:26]3[CH2:27][CH2:28][CH:24]([NH:23][C:22]([O:21][C:17]([CH3:20])([CH3:19])[CH3:18])=[O:29])[CH2:25]3)=[O:15])=[CH:10][CH:9]=2)[CH2:7][CH2:6]1)=[O:4]. Procedure: Part A. 1-(4-Chlorocarbonyl-phenyl)-cyclopropanecarboxylic acid methyl ester (0.78 g, 3.28 mmol), pyrrolidin-3-yl-carbamic acid tert-butyl ester (0.60 g, 3.22 mmol) and DIEA (1.18 mL, 6.44 mmol) were stirred in CH2Cl2 (10 mL) at rt under N2 overnight. H2O was added. The mixture was extracted with EtOAc, washed with brine, dried over MgSO4, filtered, dried in vacuo. The residue was dissolved in MeOH (20 mL) and 1N NaOH (10 mL) was added. The reaction was heated at 50° C. for 2.5 h. The solvents w...